From a dataset of the Open Reaction Database (ORD), a public repository of structured organic reaction records. describe an organic reaction: reactants, conditions, products, and yield Reactants: CS(=O)(=O)O[C@@H](CO[Si](C)(C)C(C)(C)C)C=1C=NC(=CC1)C(F)F ((R)-2-(tert-Butyldimethylsilyloxy)-1-(6-(difluoromethyl)pyridin-3-yl)ethyl methanesulfonate), [N-]=[N+]=[N-].[Na+] (NaN3). Solvent: CN(C)C=O (DMF). Run at temperature 60 celsius. Yields the product N(=[N+]=[N-])[C@H](CO[Si](C)(C)C(C)(C)C)C=1C=CC(=NC1)C(F)F ((S)-5-(1-Azido-2-(tert-butyldimethylsilyloxy)ethyl)-2-(difluoromethyl)pyridine). Isolated yield 84.5%. Reaction SMILES: CS(O[C@H:6]([C:16]1[CH:17]=[N:18][C:19]([CH:22]([F:24])[F:23])=[CH:20][CH:21]=1)[CH2:7][O:8][Si:9]([C:12]([CH3:15])([CH3:14])[CH3:13])([CH3:11])[CH3:10])(=O)=O.[N-:25]=[N+:26]=[N-:27].[Na+]>CN(C=O)C>[N:25]([C@@H:6]([C:16]1[CH:21]=[CH:20][C:19]([CH:22]([F:24])[F:23])=[N:18][CH:17]=1)[CH2:7][O:8][Si:9]([C:12]([CH3:15])([CH3:14])[CH3:13])([CH3:11])[CH3:10])=[N+:26]=[N-:27] |f:1.2|. Procedure details: To a stirred solution of (R)-2-(tert-Butyldimethylsilyloxy)-1-(6-(difluoromethyl)pyridin-3-yl)ethyl methanesulfonate (2.24 g, 5.87 mmol) in dry DMF (15 mL) was added NaN3 (0.45 g, 7.05 mmol) and the resulting reaction mixture was heated at 60° C. for 2 h. After completion of the reaction the reaction mixture was treated with ice-cold water and extracted with Et2O. The organic layer was dried over anhydrous Na2SO4 and the solvents were evaporated in vacuo to afford the title compound (1.63 g, 85%... Reactants: C1CCOC1, [Li]CCCC, CC(C)n1cncn1, FC(F)(Cl)C(F)(Cl)Cl. Product: CC(C)n1ncnc1Cl. RXN SMILES: [CH2:22]1[O:23][CH2:24][CH2:25][CH2:26]1.[CH2:9]([Li:10])[CH2:11][CH2:12][CH3:13].[CH:1]([CH3:2])([CH3:3])[n:4]1[n:5][cH:6][n:7][cH:8]1.[Cl:14][C:15]([F:16])([Cl:17])[C:18]([F:19])([F:20])[Cl:21]>>[CH:1]([CH3:2])([CH3:3])[n:4]1[n:5][cH:6][n:7][c:8]1[Cl:14]. Reactants: compound 106A, C(C(=O)Cl)(=O)Cl (oxalyl chloride), N1(CCOCC1)CCCN (3-(morpholin-4-yl)propan-1-amine), FC1=C(C(=O)O)C=CC(=C1)[N+](=O)[O-] (2-fluoro-4-nitrobenzoic acid), C(C1=CC=CC=C1)(=O)Cl (benzoyl chloride). Yields the product NC1=CC(=C(C(=O)NCCCN2CCOCC2)C=C1)F (4-amino-2-fluoro-N-[3-(morpholin-4-yl)propyl]benzamide). Reaction SMILES: [F:1][C:2]1[CH:10]=[C:9]([N+:11]([O-])=O)[CH:8]=[CH:7][C:3]=1[C:4]([OH:6])=O.C(Cl)(=O)C1C=CC=CC=1.C(Cl)(=O)C(Cl)=O.[N:29]1([CH2:35][CH2:36][CH2:37][NH2:38])[CH2:34][CH2:33][O:32][CH2:31][CH2:30]1>>[NH2:11][C:9]1[CH:8]=[CH:7][C:3]([C:4]([NH:38][CH2:37][CH2:36][CH2:35][N:29]2[CH2:34][CH2:33][O:32][CH2:31][CH2:30]2)=[O:6])=[C:2]([F:1])[CH:10]=1. Procedure details: Anilines with other sidechains will be readily prepared by a person having ordinary skill in the art having regard to that skill and this disclosure, and will be usable in the syntheses of Reaction Scheme 4. For example, diethyl (4-nitrobenzyl)phosphonate was reacted in a Wittig reaction with pyridin-3-carboxaldehyde and the resulting 3-(4-nitrostyryl)pyridine hydrogenated to give 4-[2-(pyridin-3-yl)ethyl]benzenamine, used to synthesize compound 99A, and the anilines used to synthesize compounds... Reactants: CC(C)C[AlH]CC(C)C (DIBAL), C1(=CC=C(C=C1)S(=O)(=O)OCC1CCC(O1)=O)C ((±)-dihydro-5-(p-toluenesulfonyloxymethyl)-2(3H)-furanone), O (water). Run in C1(=CC=CC=C1)C (toluene). Yields the product OC1OC(CC1)COS(=O)(=O)C1=CC=C(C=C1)C ((±) 2-hydroxy-5-(p-toluenesulfonyloxymethyl)-tetrahydrofuran). Reaction SMILES: [C:1]1([CH3:18])[CH:6]=[CH:5][C:4]([S:7]([O:10][CH2:11][CH:12]2[O:16][C:15](=[O:17])[CH2:14][CH2:13]2)(=[O:9])=[O:8])=[CH:3][CH:2]=1.CC(C[AlH]CC(C)C)C.O>C1(C)C=CC=CC=1>[OH:17][CH:15]1[CH2:14][CH2:13][CH:12]([CH2:11][O:10][S:7]([C:4]2[CH:3]=[CH:2][C:1]([CH3:18])=[CH:6][CH:5]=2)(=[O:9])=[O:8])[O:16]1. Procedure details: To a suspension of (±)-dihydro-5-(p-toluensulfonyloxymethyl)-2(3H)-furanone (example 57) (5.20 g, 19.26 mmol) in anhydrous toluene (125 mL) at -78° C. was added DIBAL (1.5 M in toluene, 13.5 mL, 20.22 mmol) dropwise. The solution was allowed to stir at -78° C. for 2 h. water was then added to the mixture and the reaction mixture was brought to rt. The mixture was filtered through a CELITE diatomaceous earth and the organic layer was collected, dried (MgSO4) and concentrated to give the title com... Reactants: CC(=CC(=O)O)\C=C/CC(CCCC(C)C)C (cis 3,7,11-trimethyldodeca-2,4-dienoic acid), C([O-])(O)=O.[K+] (potassium bicarbonate), C(=O)=O (carbon dioxide). Run in C1=CC=CC=C1 (benzene). The product is CC(=CC(=O)[O-])C=CCC(CCCC(C)C)C.[K+] (potassium 3,7,11-trimethyldodeca-2,4-dienoate). As a reaction SMILES: [CH3:1][C:2](/[CH:7]=[CH:8]\[CH2:9][CH:10]([CH3:17])[CH2:11][CH2:12][CH2:13][CH:14]([CH3:16])[CH3:15])=[CH:3][C:4]([OH:6])=[O:5].C(=O)(O)[O-].[K+:22].C(=O)=O>C1C=CC=CC=1>[CH3:1][C:2]([CH:7]=[CH:8][CH2:9][CH:10]([CH3:17])[CH2:11][CH2:12][CH2:13][CH:14]([CH3:16])[CH3:15])=[CH:3][C:4]([O-:6])=[O:5].[K+:22] |f:1.2,5.6|. Reported procedure: To a solution of 0.5 g. of trans/cis 3,7,11-trimethyldodeca-2,4-dienoic acid in 15 ml. of benzene is added with stirring an equivalent amount of potassium bicarbonate. The mixture is stirred until the evolution of carbon dioxide ceases and then evaporated to yield potassium 3,7,11-trimethyldodeca-2,4-dienoate. Reactants: CS(=O)(=O)Cl (methanesulfonyl chloride), [Si](C)(C)(C(C)(C)C)OC(C=CC(O)C1C(C=C(C1=O)SC)(O[Si](C)(C)C)CCCCOC1=CC=CC=C1)CCCO[Si](C)(C)C(C)(C)C (5-[4,7-bis(t-butyldimethylsilyloxy)-1-hydroxy-2-heptenyl]-2-methylthio-4-(4-phenoxybutyl)-4-trimethylsilyloxy-2-cyclopentenone), S(=O)(=O)(O)[O-].[K+] (potassium hydrogensulfate). Solvent: ClCCl (dichloromethane). Yields the product [Si](C)(C)(C(C)(C)C)OC(C=CC=C1C(C=C(C1=O)SC)(O[Si](C)(C)C)CCCCOC1=CC=CC=C1)CCCO[Si](C)(C)C(C)(C)C (5-[4,7-bis(t-butyldimethylsilyloxy)-2-heptenylidene]-2-methylthio-4-(4-phenoxybutyl)-4-trimethylsilyloxy-2-cyclopentenone). Yield: 66.0%. Reaction SMILES: [Si:1]([O:8][CH:9]([CH2:38][CH2:39][CH2:40][O:41][Si:42]([C:45]([CH3:48])([CH3:47])[CH3:46])([CH3:44])[CH3:43])[CH:10]=[CH:11][CH:12]([CH:14]1[C:18](=[O:19])[C:17]([S:20][CH3:21])=[CH:16][C:15]1([CH2:27][CH2:28][CH2:29][CH2:30][O:31][C:32]1[CH:37]=[CH:36][CH:35]=[CH:34][CH:33]=1)[O:22][Si:23]([CH3:26])([CH3:25])[CH3:24])O)([C:4]([CH3:7])([CH3:6])[CH3:5])([CH3:3])[CH3:2].CS(Cl)(=O)=O.S([O-])(O)(=O)=O.[K+]>ClCCl>[Si:1]([O:8][CH:9]([CH2:38][CH2:39][CH2:40][O:41][Si:42]([C:45]([CH3:48])([CH3:47])[CH3:46])([CH3:43])[CH3:44])[CH:10]=[CH:11][CH:12]=[C:14]1[C:18](=[O:19])[C:17]([S:20][CH3:21])=[CH:16][C:15]1([CH2:27][CH2:28][CH2:29][CH2:30][O:31][C:32]1[CH:37]=[CH:36][CH:35]=[CH:34][CH:33]=1)[O:22][Si:23]([CH3:24])([CH3:25])[CH3:26])([C:4]([CH3:5])([CH3:7])[CH3:6])([CH3:3])[CH3:2] |f:2.3|. Procedure details: To a solution of 1.00 g of 5-[4,7-bis(t-butyldimethylsilyloxy)-1-hydroxy-2-heptenyl]-2-methylthio-4-(4-phenoxybutyl)-4-trimethylsilyloxy-2-cyclopentenone obtained in Example 62 dissolved in 10 ml of dichloromethane was added under ice-cooling and stirring 497 mg of dimethylaminopyridene, and then 147 μl of methanesulfonyl chloride was added dropwise. The temperature of the mixture was gradually elevated to room temperature, and then stirred for 6 hours. Saturated aqueous potassium hydrogensulfat... Reactants: Cl (hydrochloric acid), N1=C(C=CC=C1)N(C(=O)C1=CC2=C(N(C(=N2)CN)C)C=C1)CCC(=O)OCC.FC(C(=O)[O-])(F)F (1-methyl-2-aminomethyl-benzimidazol-5-yl-carboxylic acid-N-(2-pyridyl)-N-(2-ethoxycarbonylethyl)-amide trifluoracetate), C(C)N(C(C)C)C(C)C (N-ethyl-diisopropylamine), ClC1=NC=C(C=C1)C#N (2-chloro-5-cyano-pyridine). Run in O (water). Conditions: temperature 100 celsius. Yields the product N1=C(C=CC=C1)N(C(=O)C1=CC2=C(N(C(=N2)CNC2=CC=C(C=N2)C#N)C)C=C1)CCC(=O)OCC (1-Methyl-2-[N-(3-cyano-pyridin-6-yl)-aminomethyl]-benzimidazol-5-yl-carboxylic Acid-N-(2-pyridyl)-N-(2-ethoxycarbonylethyl)-amide). Reaction SMILES: [N:1]1[CH:6]=[CH:5][CH:4]=[CH:3][C:2]=1[N:7]([CH2:22][CH2:23][C:24]([O:26][CH2:27][CH3:28])=[O:25])[C:8]([C:10]1[CH:21]=[CH:20][C:13]2[N:14]([CH3:19])[C:15]([CH2:17][NH2:18])=[N:16][C:12]=2[CH:11]=1)=[O:9].FC(F)(F)C([O-])=O.C(N(C(C)C)C(C)C)C.Cl[C:46]1[CH:51]=[CH:50][C:49]([C:52]#[N:53])=[CH:48][N:47]=1.Cl>O>[N:1]1[CH:6]=[CH:5][CH:4]=[CH:3][C:2]=1[N:7]([CH2:22][CH2:23][C:24]([O:26][CH2:27][CH3:28])=[O:25])[C:8]([C:10]1[CH:21]=[CH:20][C:13]2[N:14]([CH3:19])[C:15]([CH2:17][NH:18][C:46]3[N:47]=[CH:48][C:49]([C:52]#[N:53])=[CH:50][CH:51]=3)=[N:16][C:12]=2[CH:11]=1)=[O:9] |f:0.1|. Procedure: 1.5 g (3.25 mmol) of 1-methyl-2-aminomethyl-benzimidazol-5-yl-carboxylic acid-N-(2-pyridyl)-N-(2-ethoxycarbonylethyl)-amide-trifluoracetate were stirred into 10 ml of N-ethyl-diisopropylamine and heated to 100° C. for 15 minutes. After the addition of 720 mg (5.25 mmol) of 2-chloro-5-cyano-pyridine the reaction mixture was heated to 125° C. for 2 hours. After cooling to ambient temperature and stirring with about 20 ml of water, the pH was adjusted to 4 by the addition of 1N hydrochloric acid an... Yield: 34.4%. Product: C(C1=CC=CC=C1)N1C[C@H](CCC1)NC(OC(C)(C)C)=O ((S)-tert-butyl 1-benzylpiperidin-3-ylcarbamate). As a reaction SMILES: [NH:1]1[CH2:6][CH2:5][CH2:4][C@H:3]([NH:7][C:8](=[O:14])[O:9][C:10]([CH3:13])([CH3:12])[CH3:11])[CH2:2]1.[CH:15](=O)[C:16]1[CH:21]=[CH:20][CH:19]=[CH:18][CH:17]=1.[BH-](OC(C)=O)(OC(C)=O)OC(C)=O.[Na+].O>C(Cl)Cl>[CH2:15]([N:1]1[CH2:6][CH2:5][CH2:4][C@H:3]([NH:7][C:8](=[O:14])[O:9][C:10]([CH3:11])([CH3:13])[CH3:12])[CH2:2]1)[C:16]1[CH:21]=[CH:20][CH:19]=[CH:18][CH:17]=1 |f:2.3|. Procedure details: To a solution of (S)-tert-butyl piperidin-3-ylcarbamate (2.0 g, 10.0 mmol) and benzaldehyde (1.3 g, 12.0 mmol) in CH2Cl2 under nitrogen was added NaBH(OAc)3 (4.2 g, 20.0 mmol) and the reaction was stirred for overnight. The mixture was diluted with CH2Cl2 (50 mL) and ice cooled water (20 mL). The CH2Cl2 layer was separated and the aqueous layer was extracted with CH2Cl2 (3×20 mL). The combined CH2Cl2 layer was dried over Na2SO4 and evaporated in vacuo to give the crude product which was purified... Solvent: C(Cl)Cl (CH2Cl2), C(Cl)Cl (CH2Cl2). Conditions: time 8 hour. Reactants: O (water), N1C[C@H](CCC1)NC(OC(C)(C)C)=O ((S)-tert-butyl piperidin-3-ylcarbamate), C(C1=CC=CC=C1)=O (benzaldehyde), [BH-](OC(=O)C)(OC(=O)C)OC(=O)C.[Na+] (NaBH(OAc)3). Starting materials: COC1=C(C=C(C(=C1)OCOC)OC)OCOC (1,4-dimethoxy-2,5-bis(methoxymethoxy)benzene), C(C)OCC (diethyl ether), C(C)(CC)[Li] (secbutyllithium), ICCCCC1=C(C(=CC(=C1OCOC)OC)OCOC)OC (1-(4-iodobutyl)-2,5-dimethoxy-3,6-bis(methoxymethoxy)benzene). Solvent: O1CCCC1 (tetrahydrofuran), CN(P(N(C)C)(N(C)C)=O)C (hexamethylphosphoric triamide), O1CCCC1 (tetrahydrofuran). Reaction conditions: temperature -78 celsius, time 30 minute. Product: COC1=C(C(=C(C=C1OCOC)OC)OCOC)CCCCC1=C(C(=CC(=C1OCOC)OC)OCOC)OC (2,2'-tetramethylenebis[1,4-dimethoxy-3,6-bis(methoxymethoxy)benzene]). Isolated yield 81.8%. As a reaction SMILES: [CH3:1][O:2][C:3]1[CH:8]=[C:7]([O:9][CH2:10][O:11][CH3:12])[C:6]([O:13][CH3:14])=[CH:5][C:4]=1[O:15][CH2:16][O:17][CH3:18].C([Li])(CC)C.I[CH2:25][CH2:26][CH2:27][CH2:28][C:29]1[C:34]([O:35][CH2:36][O:37][CH3:38])=[C:33]([O:39][CH3:40])[CH:32]=[C:31]([O:41][CH2:42][O:43][CH3:44])[C:30]=1[O:45][CH3:46].C(OCC)C>O1CCCC1.CN(C)P(=O)(N(C)C)N(C)C>[CH3:1][O:2][C:3]1[C:4]([O:15][CH2:16][O:17][CH3:18])=[CH:5][C:6]([O:13][CH3:14])=[C:7]([O:9][CH2:10][O:11][CH3:12])[C:8]=1[CH2:25][CH2:26][CH2:27][CH2:28][C:29]1[C:34]([O:35][CH2:36][O:37][CH3:38])=[C:33]([O:39][CH3:40])[CH:32]=[C:31]([O:41][CH2:42][O:43][CH3:44])[C:30]=1[O:45][CH3:46]. Procedure details: 280 Milligrams (1.08 mmoles) of 1,4-dimethoxy-2,5-bis(methoxymethoxy)benzene was dissolved in a mixed solvent of 5 ml of tetrahydrofuran with 1 ml of hexamethylphosphoric triamide, then this solution was cooled to -78° C. in a dry ice-acetone bath. To this cooled solution was added 1.08 ml (1.21 mmoles) of secbutyllithium (1.21 M, cyclohexane solution) and the mixture was stirred for 30 minutes, then 2 ml of tetrahydrofuran solution containing 440 mg (1.0 mmole) of 1-(4-iodobutyl)-2,5-dimethoxy-... Reactants: ClCCl, CCC12CCC3C4CCCC=C4CCC3C1C(OC1CCCCO1)CC2O, CC(=O)[O-], [Na+], O=[Cr](=O)([O-])Cl, c1cc[nH+]cc1. Yields the product CCC12CCC3C4CCCC=C4CCC3C1C(OC1CCCCO1)CC2=O. As a reaction SMILES: [CH2:44]([Cl:45])[Cl:46].[CH3:1][CH2:2][C:3]12[CH:4]([OH:27])[CH2:5][CH:6]([O:20][CH:21]3[O:22][CH2:23][CH2:24][CH2:25][CH2:26]3)[CH:7]1[CH:8]1[CH2:9][CH2:10][C:11]3=[CH:12][CH2:13][CH2:14][CH2:15][CH:16]3[CH:17]1[CH2:18][CH2:19]2.[CH3:40][C:41](=[O:42])[O-:43].[Na+:39].[O:28]=[Cr:29]([Cl:30])([O-:31])=[O:32].[nH+:33]1[cH:34][cH:35][cH:36][cH:37][cH:38]1>>[CH3:1][CH2:2][C:3]12[C:4](=[O:27])[CH2:5][CH:6]([O:20][CH:21]3[O:22][CH2:23][CH2:24][CH2:25][CH2:26]3)[CH:7]1[CH:8]1[CH2:9][CH2:10][C:11]3=[CH:12][CH2:13][CH2:14][CH2:15][CH:16]3[CH:17]1[CH2:18][CH2:19]2.